Dataset: the Open Reaction Database (ORD), a public repository of structured organic reaction records. Task: describe an organic reaction: reactants, conditions, products, and yield Reactants: CCOC(=O)C=Cc1ccc(C=O)cc1, FC(F)(F)c1nnc2ccc(N3CCNCC3)nn12. The product is CCOC(=O)C=Cc1ccc(CN2CCN(c3ccc4nnc(C(F)(F)F)n4n3)CC2)cc1. RXN SMILES: [CH:1](=[O:2])[c:3]1[cH:4][cH:5][c:6]([CH:9]=[CH:10][C:11](=[O:12])[O:13][CH2:14][CH3:15])[cH:7][cH:8]1.[N:16]1([c:22]2[cH:23][cH:24][c:25]3[n:26]([n:27]2)[c:28]([C:31]([F:32])([F:33])[F:34])[n:29][n:30]3)[CH2:17][CH2:18][NH:19][CH2:20][CH2:21]1>>[CH2:1]([c:3]1[cH:4][cH:5][c:6]([CH:9]=[CH:10][C:11](=[O:12])[O:13][CH2:14][CH3:15])[cH:7][cH:8]1)[N:19]1[CH2:18][CH2:17][N:16]([c:22]2[cH:23][cH:24][c:25]3[n:26]([n:27]2)[c:28]([C:31]([F:32])([F:33])[F:34])[n:29][n:30]3)[CH2:21][CH2:20]1.